Dataset: the Open Reaction Database (ORD), a public repository of structured organic reaction records. Task: describe an organic reaction: reactants, conditions, products, and yield Reactants: O=C([O-])[O-], CC(C)CCO, CCCCCC, Clc1ccncc1, Cl, [K+], [K+], C1CC2(CCN1)OCCO2. Product: c1cc(N2CCC3(CC2)OCCO3)ccn1. RXN SMILES: [C:19](=[O:20])([O-:21])[O-:22].[CH2:31]([OH:32])[CH2:33][CH:34]([CH3:35])[CH3:36].[CH3:25][CH2:26][CH2:27][CH2:28][CH2:29][CH3:30].[Cl:12][c:13]1[cH:14][cH:15][n:16][cH:17][cH:18]1.[ClH:11].[K+:23].[K+:24].[O:1]1[CH2:2][CH2:3][O:4][C:5]12[CH2:6][CH2:7][NH:8][CH2:9][CH2:10]2>>[O:1]1[CH2:2][CH2:3][O:4][C:5]12[CH2:6][CH2:7][N:8]([c:13]1[cH:14][cH:15][n:16][cH:17][cH:18]1)[CH2:9][CH2:10]2. The reactants are C=CCC(CC=C)OCCCCCCCCCCOC1=CC=C(C(=O)OC)C=C1 (methyl 4-{10-(1,6-heptadien-4-yloxy)decyloxy}benzoate), [OH-].[K+] (potassium hydroxide), Cl (hydrochloric acid). The solvent is O (water), CO (methanol), O (water). Conditions: time 6 hour. The product is C=CCC(CC=C)OCCCCCCCCCCOC1=CC=C(C(=O)O)C=C1 (4-{10-(1,6-heptadien-4-yloxy)decyloxy}benzoic acid). Isolated yield 95.6%. As a reaction SMILES: [CH2:1]=[CH:2][CH2:3][CH:4]([O:8][CH2:9][CH2:10][CH2:11][CH2:12][CH2:13][CH2:14][CH2:15][CH2:16][CH2:17][CH2:18][O:19][C:20]1[CH:29]=[CH:28][C:23]([C:24]([O:26]C)=[O:25])=[CH:22][CH:21]=1)[CH2:5][CH:6]=[CH2:7].[OH-].[K+].Cl>O.CO>[CH2:7]=[CH:6][CH2:5][CH:4]([O:8][CH2:9][CH2:10][CH2:11][CH2:12][CH2:13][CH2:14][CH2:15][CH2:16][CH2:17][CH2:18][O:19][C:20]1[CH:21]=[CH:22][C:23]([C:24]([OH:26])=[O:25])=[CH:28][CH:29]=1)[CH2:3][CH:2]=[CH2:1] |f:1.2|. Procedure: 13 g of the compound (5) and 6 g of potassium hydroxide were dissolved in a solution mixture of 70 ml of water and 30 ml of methanol, and reflux was carried out for 6 hours. After addition of the reaction solution to 400 ml of water, the mixture was then adjusted approximately to pH 1 with concentrated hydrochloric acid. The white precipitate generated was collected by filtration, washed with water, and dried at 40° C. under reduced pressure, to obtain 12 g of the compound (6). (Yield: 96%) Reactants: C1=C2C3=C(C=[N+](C2=CC=C1)[O-])N=C1N3OCCC1 (9,10-dihydro-8H-[1,2]oxazino[2′,3′:1,2]imidazo[4,5-c]quinoline 5-oxide), [NH4+].[OH-] (NH4OH), C1(=CC=C(C=C1)S(=O)(=O)Cl)C (p-toluenesulfonyl chloride). Solvent: ClCCl (dichloromethane), ClCCl (dichloromethane). Run at time 2 hour. Product: C1=C2C3=C(C(=NC2=CC=C1)N)N=C1N3OCCC1 (9,10-dihydro-8H-[1,2]oxazino[2′,3′:1,2]imidazo[4,5-c]quinolin-6-amine). Reaction SMILES: [CH:1]1[CH:10]=[CH:9][CH:8]=[C:7]2[C:2]=1[C:3]1[N:14]3[O:15][CH2:16][CH2:17][CH2:18][C:13]3=[N:12][C:4]=1[CH:5]=[N+:6]2[O-].[NH4+:19].[OH-].C1(C)C=CC(S(Cl)(=O)=O)=CC=1>ClCCl>[CH:1]1[CH:10]=[CH:9][CH:8]=[C:7]2[C:2]=1[C:3]1[N:14]3[O:15][CH2:16][CH2:17][CH2:18][C:13]3=[N:12][C:4]=1[C:5]([NH2:19])=[N:6]2 |f:1.2|. Reported procedure: A solution of 9,10-dihydro-8H-[1,2]oxazino[2′,3′:1,2]imidazo[4,5-c]quinoline 5-oxide (0.364 g, 1.51 mmol) in 10 mL of dichloromethane was treated with 7 mL of concentrated aqueous NH4OH solution. The mixture was stirred rapidly and then p-toluenesulfonyl chloride (0.34 g, 1.78 mmol) was carefully added. Rapid stirring was continued for 2 hours. The reaction mixture was then diluted with more dichloromethane, washed successively with dilute aqueous K2CO3, H2O, and brine, dried over Na2SO4, and co... Reactants: CC(=O)OO, CC(=O)[O-], C=CCCCc1ccc(Cl)cc1, ClCCl, [Na+], O. Yields the product Clc1ccc(CCCC2CO2)cc1. RXN SMILES: [C:13]([O:14][OH:16])(=[O:15])[CH3:17].[CH3:19][C:20](=[O:21])[O-:22].[Cl:1][c:2]1[cH:3][cH:4][c:5]([CH2:8][CH2:9][CH2:10][CH:11]=[CH2:12])[cH:6][cH:7]1.[Cl:24][CH2:25][Cl:26].[Na+:18].[OH2:23]>>[Cl:1][c:2]1[cH:3][cH:4][c:5]([CH2:8][CH2:9][CH2:10][CH:11]2[CH2:12][O:15]2)[cH:6][cH:7]1.